describe an organic reaction: reactants, conditions, products, and yield From a dataset of the Open Reaction Database (ORD), a public repository of structured organic reaction records. Reactants: NC12CC3CC(CC(C3)C1)C2, COc1ccc(Cl)c(CN(Cc2cccc(CN3C(C(=O)O)CCS3(=O)=O)c2)C(CN(C)C)CC(C)(C)C)c1F. Product: COc1ccc(Cl)c(CN(Cc2cccc(CN3C(C(=O)NC45CC6CC(CC(C6)C4)C5)CCS3(=O)=O)c2)C(CN(C)C)CC(C)(C)C)c1F. Reaction SMILES: [C:41]12([NH2:51])[CH2:42][CH:43]3[CH2:44][CH:45]([CH2:46][CH:47]([CH2:48]1)[CH2:49]3)[CH2:50]2.[Cl:1][c:2]1[cH:3][cH:4][c:5]([O:39][CH3:40])[c:6]([F:38])[c:7]1[CH2:8][N:9]([CH:10]([CH2:11][C:12]([CH3:13])([CH3:14])[CH3:15])[CH2:16][N:17]([CH3:18])[CH3:19])[CH2:20][c:21]1[cH:22][c:23]([CH2:24][N:25]2[S:26](=[O:33])(=[O:34])[CH2:27][CH2:28][CH:29]2[C:30](=[O:31])[OH:32])[cH:35][cH:36][cH:37]1>>[Cl:1][c:2]1[cH:3][cH:4][c:5]([O:39][CH3:40])[c:6]([F:38])[c:7]1[CH2:8][N:9]([CH:10]([CH2:11][C:12]([CH3:13])([CH3:14])[CH3:15])[CH2:16][N:17]([CH3:18])[CH3:19])[CH2:20][c:21]1[cH:22][c:23]([CH2:24][N:25]2[S:26](=[O:33])(=[O:34])[CH2:27][CH2:28][CH:29]2[C:30](=[O:31])[NH:51][C:41]23[CH2:42][CH:43]4[CH2:44][CH:45]([CH2:46][CH:47]([CH2:48]2)[CH2:49]4)[CH2:50]3)[cH:35][cH:36][cH:37]1. Starting materials: CS(C)=O, CC(C)N1CCNCC1, CCN(C(C)C)C(C)C, COC(=O)c1ccc(C)c(NC(=O)c2cc(F)ccc2[N+](=O)[O-])c1, O. The product is COC(=O)c1ccc(C)c(NC(=O)c2cc(N3CCN(C(C)C)CC3)ccc2[N+](=O)[O-])c1. As a reaction SMILES: [CH3:44][S:45]([CH3:46])=[O:47].[CH:25]([CH3:26])([CH3:27])[N:28]1[CH2:29][CH2:30][NH:31][CH2:32][CH2:33]1.[CH:34]([N:35]([CH2:36][CH3:37])[CH:38]([CH3:39])[CH3:40])([CH3:41])[CH3:42].[F:1][c:2]1[cH:3][cH:4][c:5]([N+:22](=[O:23])[O-:24])[c:6]([C:7](=[O:8])[NH:9][c:10]2[cH:11][c:12]([C:13](=[O:14])[O:15][CH3:16])[cH:17][cH:18][c:19]2[CH3:20])[cH:21]1.[OH2:43]>>[c:2]1([N:31]2[CH2:30][CH2:29][N:28]([CH:25]([CH3:26])[CH3:27])[CH2:33][CH2:32]2)[cH:3][cH:4][c:5]([N+:22](=[O:23])[O-:24])[c:6]([C:7](=[O:8])[NH:9][c:10]2[cH:11][c:12]([C:13](=[O:14])[O:15][CH3:16])[cH:17][cH:18][c:19]2[CH3:20])[cH:21]1. Reported procedure: The title compound was prepared from 7-trifluoromethyl-5-(4-trifluoromethyl-phenyl)-pyrazolo[1,5-a]pyrimidine-3-carboxylic acid (example C.2) and 3-amino-N-benzyl-benzenesulfonamide [CAS No. 303780-52-1] according to general procedure II. Yellow solid. MS (ISP) 618.1 [(M−H)−]; mp 227° C. The reactants are FC(C1=CC(=NC=2N1N=CC2C(=O)O)C2=CC=C(C=C2)C(F)(F)F)(F)F (7-trifluoromethyl-5-(4-trifluoromethyl-phenyl)-pyrazolo[1,5-a]pyrimidine-3-carboxylic acid), NC=1C=C(C=CC1)S(=O)(=O)NCC1=CC=CC=C1 (3-amino-N-benzyl-benzenesulfonamide). Product: C(C1=CC=CC=C1)NS(=O)(=O)C=1C=C(C=CC1)NC(=O)C=1C=NN2C1N=C(C=C2C(F)(F)F)C2=CC=C(C=C2)C(F)(F)F (7-Trifluoromethyl-5-(4-trifluoromethyl-phenyl)-pyrazolo[1,5-a]pyrimidine-3-carboxylic acid(3-benzylsulfamoyl-phenyl)-amide). RXN SMILES: [F:1][C:2]([F:26])([F:25])[C:3]1[N:8]2[N:9]=[CH:10][C:11]([C:12](O)=[O:13])=[C:7]2[N:6]=[C:5]([C:15]2[CH:20]=[CH:19][C:18]([C:21]([F:24])([F:23])[F:22])=[CH:17][CH:16]=2)[CH:4]=1.[NH2:27][C:28]1[CH:29]=[C:30]([S:34]([NH:37][CH2:38][C:39]2[CH:44]=[CH:43][CH:42]=[CH:41][CH:40]=2)(=[O:36])=[O:35])[CH:31]=[CH:32][CH:33]=1>>[CH2:38]([NH:37][S:34]([C:30]1[CH:29]=[C:28]([NH:27][C:12]([C:11]2[CH:10]=[N:9][N:8]3[C:3]([C:2]([F:26])([F:1])[F:25])=[CH:4][C:5]([C:15]4[CH:16]=[CH:17][C:18]([C:21]([F:24])([F:22])[F:23])=[CH:19][CH:20]=4)=[N:6][C:7]=23)=[O:13])[CH:33]=[CH:32][CH:31]=1)(=[O:36])=[O:35])[C:39]1[CH:44]=[CH:43][CH:42]=[CH:41][CH:40]=1. Starting materials: CN(/C=C/C(=O)C1=CN(C2=NC=CC=C21)CCC)C ((E)-3-(dimethylamino)-1-(1-propyl-1H-pyrrolo[2,3-b]pyridin-3-yl)prop-2-en-1-one), Cl.[N+](=O)([O-])C=1C=C(C=CC1)NC(=N)N (1-(3-nitrophenyl)guanidine hydrochloride). Yields the product [N+](=O)([O-])C=1C=C(C=CC1)NC1=NC=CC(=N1)C1=CN(C2=NC=CC=C21)CCC (N-(3-Nitrophenyl)-4-(1-propyl-1H-pyrrolo[2,3-b]pyridin-3-yl)pyrimidin-2-amine). Reaction SMILES: CN(C)/[CH:3]=[CH:4]/[C:5]([C:7]1[C:15]2[C:10](=[N:11][CH:12]=[CH:13][CH:14]=2)[N:9]([CH2:16][CH2:17][CH3:18])[CH:8]=1)=O.Cl.[N+:21]([C:24]1[CH:25]=[C:26]([NH:30][C:31]([NH2:33])=[NH:32])[CH:27]=[CH:28][CH:29]=1)([O-:23])=[O:22]>>[N+:21]([C:24]1[CH:25]=[C:26]([NH:30][C:31]2[N:33]=[C:5]([C:7]3[C:15]4[C:10](=[N:11][CH:12]=[CH:13][CH:14]=4)[N:9]([CH2:16][CH2:17][CH3:18])[CH:8]=3)[CH:4]=[CH:3][N:32]=2)[CH:27]=[CH:28][CH:29]=1)([O-:23])=[O:22] |f:1.2|. Reported procedure: Prepared by treatment of (E)-3-(dimethylamino)-1-(1-propyl-1H-pyrrolo[2,3-b]pyridin-3-yl)prop-2-en-1-one with 1-(3-nitrophenyl)guanidine hydrochloride. 1H-NMR (DMSO-d6) δ: 0.90 (t, 3H, J=7.2 Hz, CH3), 1.93 (t, 2H, J=7.6 Hz, CH2), 4.33 (t, 2H, J=6.8 Hz, CH2), 7.26 (q, 1H, J=4.4 Hz, Ar—H), 7.40 (d, 1H, J=5.6 Hz, Pyrimidin-H), 7.61 (t, 1H, J=8.4 Hz, Ph-H), 7.81 (m, 1H, Ph-H), 8.12 (m, 1H, Ph-H), 8.37 (m, 1H, Ar—H), 8.48 (d, 1H, J=5.6 Hz, Pyrimidin-H), 8.64 (s, 1H, Ar—H), 8.92 (d, 1H, J=8.0 Hz, Ar—H... Starting materials: C(C)NCC (N,N-diethylamine), [C@@H]12[C@@H](CCCC1)C(=O)OC2=O (1,2-cis-cyclohexanedicarboxylic anhydride). Run in C.[Cl-].[Cl-] (dichloride methane). Run at time 2 hour. Product: C(C)N(C(=O)C1C(CCCC1)C(=O)O)CC (2-[(diethylamino)carbonyl]cyclohexanecarboxylic acid). RXN SMILES: [CH2:1]([NH:3][CH2:4][CH3:5])[CH3:2].[C@@H:6]12[C:15](=[O:16])[O:14][C:12](=[O:13])[C@@H:7]1[CH2:8][CH2:9][CH2:10][CH2:11]2>C.[Cl-].[Cl-]>[CH2:1]([N:3]([CH2:4][CH3:5])[C:12]([CH:7]1[CH2:8][CH2:9][CH2:10][CH2:11][CH:6]1[C:15]([OH:14])=[O:16])=[O:13])[CH3:2] |f:2.3.4|. Procedure details: Model compound synthesis and hydrolytic kinetics measurement (Scheme 4—FIG. 4): Briefly, N,N-diethylamine (415 μL, 4 mmol) and 1,2-cis-cyclohexanedicarboxylic anhydride (617 mg, 4 mmol) were dissolved in 10 mL dichloride methane. The reaction was kept at room temperature for 2 h with stirring. The solvent was then removed by rotary evaporation to obtain the raw product. The raw product was purified by recrystallizing from benzene to get 2-[(diethylamino)carbonyl]cyclohexanecarboxylic acid. 1H NM... Starting materials: C1(=CC=CC=C1)C(N1CC(C1)S(=O)(=O)C=1C(=CC=CC1)C)C1=CC=CC=C1 (1-diphenylmethyl-3-toluenesulfonylazetidine), [C-]#N.[K+] (potassium cyanide), O (water). Solvent: CS(=O)C (dimethylsulfoxide). Reaction conditions: temperature 100 celsius. The product is C1(=CC=CC=C1)C(N1CC(C1)C#N)C1=CC=CC=C1 (1-diphenylmethyl-3-cyanoazetidine). Yield: 69.0%. RXN SMILES: [C:1]1([CH:7]([C:22]2[CH:27]=[CH:26][CH:25]=[CH:24][CH:23]=2)[N:8]2[CH2:11][CH:10](S(C3C(C)=CC=CC=3)(=O)=O)[CH2:9]2)[CH:6]=[CH:5][CH:4]=[CH:3][CH:2]=1.[C-:28]#[N:29].[K+].O>CS(C)=O>[C:1]1([CH:7]([C:22]2[CH:27]=[CH:26][CH:25]=[CH:24][CH:23]=2)[N:8]2[CH2:11][CH:10]([C:28]#[N:29])[CH2:9]2)[CH:6]=[CH:5][CH:4]=[CH:3][CH:2]=1 |f:1.2|. Procedure: To a solution of 1.0 g. (2.54 mmoles) of 1-diphenylmethyl-3-toluenesulfonylazetidine in 10 ml of dimethylsulfoxide is added 547 mg (8.4 mmoles; 3.3 equivalents) of potassium cyanide, and the mixture is heated to 100° C. for 15 minutes. After cooling, the mixture is mixed with water and extracted with ether. The extract is washed with water, dried over sodium sulfate and evaporated under reduced pressure. The residue is dissolved in ether, treated with active carbon, and filtered. The filtrate is... Reaction conditions: temperature 80 celsius. Reported procedure: A suspension of N-{3-[5-(2-chloro-4-pyrimidinyl)-2-(4-morpholinyl)-1,3-thiazol-4-yl]-2-fluorophenyl}cyclopropanesulfonamide (125 mg, 0.252 mmol) and 7M ammonia in MeOH (7 mL, 0.49 mmol) was heated in a sealed tube to 80° C. for 2 days. The reaction was diluted with DCM and added silica gel and concentrated. The crude product was chromatographed on silica gel eluting with 100% DCM to 1:1 [DCM:(9:1 EtOAc:MeOH)]. The clean fractions were concentrated to yield the crude product as a yellow solid (62... As a reaction SMILES: Cl[C:2]1[N:7]=[C:6]([C:8]2[S:12][C:11]([N:13]3[CH2:18][CH2:17][O:16][CH2:15][CH2:14]3)=[N:10][C:9]=2[C:19]2[C:20]([F:32])=[C:21]([NH:25][S:26]([CH:29]3[CH2:31][CH2:30]3)(=[O:28])=[O:27])[CH:22]=[CH:23][CH:24]=2)[CH:5]=[CH:4][N:3]=1.[NH3:33].CO>C(Cl)Cl>[NH2:33][C:2]1[N:7]=[C:6]([C:8]2[S:12][C:11]([N:13]3[CH2:18][CH2:17][O:16][CH2:15][CH2:14]3)=[N:10][C:9]=2[C:19]2[C:20]([F:32])=[C:21]([NH:25][S:26]([CH:29]3[CH2:31][CH2:30]3)(=[O:28])=[O:27])[CH:22]=[CH:23][CH:24]=2)[CH:5]=[CH:4][N:3]=1. The yield is 21.0%. Run in C(Cl)Cl (DCM). The reactants are ClC1=NC=CC(=N1)C1=C(N=C(S1)N1CCOCC1)C=1C(=C(C=CC1)NS(=O)(=O)C1CC1)F (N-{3-[5-(2-chloro-4-pyrimidinyl)-2-(4-morpholinyl)-1,3-thiazol-4-yl]-2-fluorophenyl}cyclopropanesulfonamide), N (ammonia), CO (MeOH). Yields the product NC1=NC=CC(=N1)C1=C(N=C(S1)N1CCOCC1)C=1C(=C(C=CC1)NS(=O)(=O)C1CC1)F (N-{3-[5-(2-Amino-4-pyrimidinyl)-2-(4-morpholinyl)-1,3-thiazol-4-yl]-2-fluorophenyl}cyclopropanesulfonamide), solid.